This data is from the Open Reaction Database (ORD), a public repository of structured organic reaction records. The task is: describe an organic reaction: reactants, conditions, products, and yield Reactants: COC(=O)c1ccc(Br)cc1CBr, CCOC(C)=O, Cc1ccccc1, CCCCCC, [K+], [K+], NCc1ccccc1, O=C([O-])[O-]. Product: O=C1c2ccc(Br)cc2CN1Cc1ccccc1. RXN SMILES: [CH3:1][O:2][C:3]([c:4]1[c:5]([CH2:11][Br:12])[cH:6][c:7]([Br:10])[cH:8][cH:9]1)=[O:13].[CH3:28][CH2:29][O:30][C:31](=[O:32])[CH3:33].[CH3:34][c:35]1[cH:36][cH:37][cH:38][cH:39][cH:40]1.[CH3:41][CH2:42][CH2:43][CH2:44][CH2:45][CH3:46].[K+:22].[K+:23].[NH2:14][CH2:15][c:16]1[cH:17][cH:18][cH:19][cH:20][cH:21]1.[O-:24][C:25]([O-:26])=[O:27]>>[C:3]1(=[O:13])[c:4]2[c:5]([cH:6][c:7]([Br:10])[cH:8][cH:9]2)[CH2:11][N:14]1[CH2:15][c:16]1[cH:17][cH:18][cH:19][cH:20][cH:21]1. The reactants are C([O-])([O-])=O.[Na+].[Na+] (sodium carbonate), ClC1=CC2=C(CN3C(C(N2)=O)=CC(=C3)C)C=C1 (8-chloro-2-methyl-10,11-dihydro-5H-pyrrolo[2,1-c][1,4]benzodiazepine-11-one), C(Cl)Cl (Methylene chloride), P(=O)(Cl)(Cl)Cl (phosphorous oxychloride). The solvent is ClC1=CC=CC=C1 (chlorobenzene). The product is ClC1=CC2=C(CN3C(C(=N2)Cl)=CC(=C3)C)C=C1 (8,11-dichloro-2-methyl-5H-pyrrolo[2,1-c][1,4]benzodiazepine). Reaction SMILES: [Cl:1][C:2]1[CH:17]=[CH:16][C:5]2[CH2:6][N:7]3[CH:14]=[C:13]([CH3:15])[CH:12]=[C:8]3[C:9](=O)[NH:10][C:4]=2[CH:3]=1.P(Cl)(Cl)([Cl:20])=O.C(Cl)Cl.C(=O)([O-])[O-].[Na+].[Na+]>ClC1C=CC=CC=1>[Cl:1][C:2]1[CH:17]=[CH:16][C:5]2[CH2:6][N:7]3[CH:14]=[C:13]([CH3:15])[CH:12]=[C:8]3[C:9]([Cl:20])=[N:10][C:4]=2[CH:3]=1 |f:3.4.5|. Reported procedure: To a suspension of 1.1 g of 8-chloro-2-methyl-10,11-dihydro-5H-pyrrolo[2,1-c][1,4]benzodiazepine-11-one in 20 mL of chlorobenzene is added 680 mg of phosphorous oxychloride. The mixture is heated at 100°-110° for 1 hour, then allowed to cool to room temperature. Methylene chloride (150 mL) is added to the stirred reaction mixture which is then poured into a mixture of ice and aqueous sodium carbonate. After being shaken vigorously, the methylene chloride layer is separated, the aqueous layer is ... Starting materials: ClC1=NC=CC(=N1)NC1=NOC(=C1)C1=CC=CC=C1 (2-chloro-N4-(5-phenylisoxazol-3-yl)-4-pyrimidineamine), CC1=C(N)C=C(C(=C1)OC)OC (2-methyl-4,5-dimethoxyaniline). Yields the product CC1=C(C=C(C(=C1)OC)OC)NC1=NC=CC(=N1)NC1=NOC(=C1)C1=CC=CC=C1 (N2-(2-methyl-4,5-dimethoxyphenyl)-N4-(5-phenylisoxazol-3-yl)-2,4-pyrimidinediamine). Reaction SMILES: Cl[C:2]1[N:7]=[C:6]([NH:8][C:9]2[CH:13]=[C:12]([C:14]3[CH:19]=[CH:18][CH:17]=[CH:16][CH:15]=3)[O:11][N:10]=2)[CH:5]=[CH:4][N:3]=1.[CH3:20][C:21]1[CH:27]=[C:26]([O:28][CH3:29])[C:25]([O:30][CH3:31])=[CH:24][C:22]=1[NH2:23]>>[CH3:20][C:21]1[CH:27]=[C:26]([O:28][CH3:29])[C:25]([O:30][CH3:31])=[CH:24][C:22]=1[NH:23][C:2]1[N:7]=[C:6]([NH:8][C:9]2[CH:13]=[C:12]([C:14]3[CH:19]=[CH:18][CH:17]=[CH:16][CH:15]=3)[O:11][N:10]=2)[CH:5]=[CH:4][N:3]=1. Procedure: The title compound was prepared by the method described in Example 1 using 2-chloro-N4-(5-phenylisoxazol-3-yl)-4-pyrimidineamine and 2-methyl-4,5-dimethoxyaniline.